The task is: describe an organic reaction: reactants, conditions, products, and yield. This data is from the Open Reaction Database (ORD), a public repository of structured organic reaction records. Reactants: C(C)(C)(C)O[C@H](C(=O)OC)C1=C2N3CCC(OCCCC[C@@H](OC=4C=C(C=C(C4C4=CC=CC(C5=CN2C(C=C1C)=N5)=C4)F)F)C)(CC3)C (methyl(2S)-2-(tert-butoxy)-2-[(22S)-16,18-difluoro-4,22,28-trimethyl-21,27-dioxa-1,7,34-triazahexacyclo[26.2.2.16,9.110,14.02,7.015,20]tetratriaconta-2,4,6(34),8,10(33),11,13,15(20),16,18-decaen-3-yl]acetate), C(C)(C)(C)O[C@H](C(=O)O)C1=C2N3CCC(OCCCC[C@@H](OC=4C=CC(=CC4C4=CC=CC(C5=CN2C(C=C1C)=N5)=C4)C)C)(CC3)C ((2S)-2-(tert-butoxy)-2-[(22S)-4,17,22,28-tetramethyl-21,27-dioxa-1,7,34-triazahexacyclo[26.2.2.16,9.110,14.02,7.015,20]tetratriaconta-2,4,6(34),8,10(33),11,13,15(20),16,18-decaen-3-yl]acetic acid). Product: C(C)(C)(C)O[C@H](C(=O)O)C1=C2N3CCC(OCCCC[C@@H](OC=4C=C(C=C(C4C4=CC=CC(C5=CN2C(C=C1C)=N5)=C4)F)F)C)(CC3)C ((2S)-2-(tert-Butoxy)-2-[(22S)-16,18-difluoro-4,22,28-trimethyl-21,27-dioxa-1,7,34-triazahexacyclo[26.2.2.16,9.110,14.02,7.015,20]tetratriaconta-2,4,6(34),8,10(33),11,13,15(20),16,18-decaen-3-yl]acetic acid). The yield is 49.0%. Reaction SMILES: [C:1]([O:5][C@@H:6]([C:11]1[C:40]([CH3:41])=[CH:39][C:38]2=[N:42][C:35]3=[CH:36][N:37]2[C:12]=1[N:13]1[CH2:48][CH2:47][C:16]([CH3:49])([O:17][CH2:18][CH2:19][CH2:20][CH2:21][C@H:22]([CH3:46])[O:23][C:24]2[CH:25]=[C:26]([F:45])[CH:27]=[C:28]([F:44])[C:29]=2[C:30]2[CH:43]=[C:34]3[CH:33]=[CH:32][CH:31]=2)[CH2:15][CH2:14]1)[C:7]([O:9]C)=[O:8])([CH3:4])([CH3:3])[CH3:2].C(O[C@@H](C1C(C)=CC2=NC3=CN2C=1N1CCC(C)(OCCCC[C@H](C)OC2C=CC(C)=CC=2C2C=C3C=CC=2)CC1)C(O)=O)(C)(C)C>>[C:1]([O:5][C@@H:6]([C:11]1[C:40]([CH3:41])=[CH:39][C:38]2=[N:42][C:35]3=[CH:36][N:37]2[C:12]=1[N:13]1[CH2:14][CH2:15][C:16]([CH3:49])([O:17][CH2:18][CH2:19][CH2:20][CH2:21][C@H:22]([CH3:46])[O:23][C:24]2[CH:25]=[C:26]([F:45])[CH:27]=[C:28]([F:44])[C:29]=2[C:30]2[CH:43]=[C:34]3[CH:33]=[CH:32][CH:31]=2)[CH2:47][CH2:48]1)[C:7]([OH:9])=[O:8])([CH3:4])([CH3:2])[CH3:3]. Procedure: Prepared in 49% yield from methyl(2S)-2-(tert-butoxy)-2-[(22S)-16,18-difluoro-4,22,28-trimethyl-21,27-dioxa-1,7,34-triazahexacyclo[26.2.2.16,9.110,14.02,7.015,20]tetratriaconta-2,4,6(34),8,10(33),11,13,15(20),16,18-decaen-3-yl]acetate following the same procedure as (2S)-2-(tert-butoxy)-2-[(22S)-4,17,22,28-tetramethyl-21,27-dioxa-1,7,34-triazahexacyclo[26.2.2.16,9.110,14.02,7.015,20]tetratriaconta-2,4,6(34),8,10(33),11,13,15(20),16,18-decaen-3-yl]acetic acid. 1H NMR (500 MHz, DMSO-d6) δ 8.06 (d,... Starting materials: C1CCOC1, CC(C)[N-]C(C)C, COC(=O)C1C=CC(n2c(C)ccc2C)C1, [Cl-], O=S(=O)(OCC(F)F)C(F)(F)F, [Li+], [NH4+]. The product is COC(=O)C1(CC(F)F)C=CC(n2c(C)ccc2C)C1. As a reaction SMILES: [CH2:39]1[O:40][CH2:41][CH2:42][CH2:43]1.[CH3:2][CH:3]([N-:4][CH:5]([CH3:6])[CH3:7])[CH3:8].[CH3:9][c:10]1[n:11]([CH:16]2[CH:17]=[CH:18][CH:19]([C:21](=[O:22])[O:23][CH3:24])[CH2:20]2)[c:12]([CH3:15])[cH:13][cH:14]1.[Cl-:37].[F:25][C:26]([F:27])([F:28])[S:29]([O:30][CH2:31][CH:32]([F:33])[F:34])(=[O:35])=[O:36].[Li+:1].[NH4+:38]>>[CH3:9][c:10]1[n:11]([CH:16]2[CH:17]=[CH:18][C:19]([C:21](=[O:22])[O:23][CH3:24])([CH2:31][CH:32]([F:33])[F:34])[CH2:20]2)[c:12]([CH3:15])[cH:13][cH:14]1.